Dataset: the Open Reaction Database (ORD), a public repository of structured organic reaction records. Task: describe an organic reaction: reactants, conditions, products, and yield Starting materials: ClC1=C(C#N)C=C(C=C1)[N+](=O)[O-] (2-chloro-5-nitrobenzonitrile), C(C)#N (acetonitrile), COC=1C=C(C=CC1)O (3-methoxyphenol), C([O-])([O-])=O.[K+].[K+] (potassium carbonate). Run in O (water). Conditions: time 3 hour. Product: COC=1C=C(OC2=C(C#N)C=C(C=C2)[N+](=O)[O-])C=CC1 (2-(3-methoxyphenoxy)-5-nitrobenzonitrile). The yield is 52.9%. Reaction SMILES: Cl[C:2]1[CH:9]=[CH:8][C:7]([N+:10]([O-:12])=[O:11])=[CH:6][C:3]=1[C:4]#[N:5].[CH3:13][O:14][C:15]1[CH:16]=[C:17]([OH:21])[CH:18]=[CH:19][CH:20]=1.C(=O)([O-])[O-].[K+].[K+].C(#N)C>O>[CH3:13][O:14][C:15]1[CH:16]=[C:17]([CH:18]=[CH:19][CH:20]=1)[O:21][C:2]1[CH:9]=[CH:8][C:7]([N+:10]([O-:12])=[O:11])=[CH:6][C:3]=1[C:4]#[N:5] |f:2.3.4|. Procedure: In a 250 ml single-neck flask equipped with a magnetic stirrer and a reflux condenser fitted with a nitrogen bubbler were placed 9.13 g (0.050 moles) of 2-chloro-5-nitrobenzonitrile, 6.39 g (0.0515 moles) of 3-methoxyphenol, 7.10 g (0.0515 moles) of anhydrous potassium carbonate (K2CO3) and 75 ml of acetonitrile. The mixture was heated to reflux and held there for 3 hrs. The reaction mixture was cooled to room temperature and diluted with 150 ml of water. The product separated as a solid. The so...